From a dataset of the Open Reaction Database (ORD), a public repository of structured organic reaction records. describe an organic reaction: reactants, conditions, products, and yield Reactants: O=C1Oc2ccccc2C1(Cc1ccccc1)Cn1cncn1, CO, Cl, CI, [K+], [OH-], O. The product is COc1ccccc1C(Cc1ccccc1)(Cn1cncn1)C(=O)O. RXN SMILES: [CH2:1]([c:2]1[cH:3][cH:4][cH:5][cH:6][cH:7]1)[C:8]1([CH2:18][n:19]2[n:20][cH:21][n:22][cH:23]2)[C:9](=[O:17])[O:10][c:11]2[c:12]1[cH:13][cH:14][cH:15][cH:16]2.[CH3:30][OH:31].[ClH:28].[I:26][CH3:27].[K+:25].[OH-:24].[OH2:29]>>[CH2:1]([c:2]1[cH:3][cH:4][cH:5][cH:6][cH:7]1)[C:8]([C:9]([OH:10])=[O:17])([c:12]1[c:11]([O:24][CH3:27])[cH:16][cH:15][cH:14][cH:13]1)[CH2:18][n:19]1[n:20][cH:21][n:22][cH:23]1. Procedure details: A 250 ml three-necked conical flask equipped with a nitrogen inlet and a stirrer was purged with nitrogen, and was added with 2,4-dinitrophenylpropanoic acid (2.40 g, 0.01 mole), methanol (20 ml) and toluene (83 ml). Stirring was conducted at room temperature until 2,4-dinitrophenylpropanoic acid was dissolved. Trimethylsilyldiazomethane (8.3 ml) was then added, and reaction was conducted for 3 hours at room temperature. Solvent was removed by distilling under a reduced pressure and by drying at... Conditions: time 3 hour. The product is COC(C(C)C1=C(C=C(C=C1)[N+](=O)[O-])[N+](=O)[O-])=O (2,4-dinitrophenylpropanoic acid methyl ester). Starting materials: C[Si](C)(C)C=[N+]=[N-] (Trimethylsilyldiazomethane), [N+](=O)([O-])C1=C(C=CC(=C1)[N+](=O)[O-])C(C(=O)O)C (2,4-dinitrophenylpropanoic acid), CO (methanol), [N+](=O)([O-])C1=C(C=CC(=C1)[N+](=O)[O-])C(C(=O)O)C (2,4-dinitrophenylpropanoic acid). Run in C1(=CC=CC=C1)C (toluene). RXN SMILES: [N+:1]([C:4]1[CH:9]=[C:8]([N+:10]([O-:12])=[O:11])[CH:7]=[CH:6][C:5]=1[CH:13]([CH3:17])[C:14]([OH:16])=[O:15])([O-:3])=[O:2].CO.[CH3:20][Si](C=[N+]=[N-])(C)C>C1(C)C=CC=CC=1>[CH3:20][O:15][C:14](=[O:16])[CH:13]([C:5]1[CH:6]=[CH:7][C:8]([N+:10]([O-:12])=[O:11])=[CH:9][C:4]=1[N+:1]([O-:3])=[O:2])[CH3:17]. Isolated yield 90.0%. Starting materials: [OH-].[Na+] (sodium hydroxide), C(C)(=O)NC(COC(C)=O)(COC(C)=O)CCCCCCCCCCCCCC (2-Acetamido-1,3-diacetoxy-2-tetradecylpropane), Cl (hydrochloric acid). Solvent: CO (methanol). Yields the product Cl.NC(CO)(CO)CCCCCCCCCCCCCC (2-amino-2-tetradecyl-1,3-propanediol hydrochloride). Reaction SMILES: C([NH:4][C:5]([CH2:16][CH2:17][CH2:18][CH2:19][CH2:20][CH2:21][CH2:22][CH2:23][CH2:24][CH2:25][CH2:26][CH2:27][CH2:28][CH3:29])([CH2:11][O:12]C(=O)C)[CH2:6][O:7]C(=O)C)(=O)C.[OH-].[Na+].[ClH:32]>CO>[ClH:32].[NH2:4][C:5]([CH2:16][CH2:17][CH2:18][CH2:19][CH2:20][CH2:21][CH2:22][CH2:23][CH2:24][CH2:25][CH2:26][CH2:27][CH2:28][CH3:29])([CH2:6][OH:7])[CH2:11][OH:12] |f:1.2,5.6|. Procedure: 2-Acetamido-1,3-diacetoxy-2-tetradecylpropane (1.25 g) was dissolved in 100 ml of methanol and 19.4 ml of a 1 N aqueous sodium hydroxide solution was added thereto. The mixture was refluxed under heating for 6 hours. The mixture was neutralized with a 1 N aqueous hydrochloric acid solution and concentrated under reduced pressure. The concentrate was washed with water and ethyl acetate:hexane=1:1 in order to give 791 mg of 2-amino-2-tetradecyl-1,3-propanediol hydrochloride. The reactants are CCC(CC)c1cc(OC)cc(C(=O)OC)n1, Cl. Yields the product CCC(CC)c1cc(OC)cc(C(=O)O)n1. As a reaction SMILES: [CH3:1][O:2][C:3](=[O:4])[c:5]1[n:6][c:7]([CH:13]([CH2:14][CH3:15])[CH2:16][CH3:17])[cH:8][c:9]([O:11][CH3:12])[cH:10]1.[ClH:18]>>[O:2]=[C:3]([OH:4])[c:5]1[n:6][c:7]([CH:13]([CH2:14][CH3:15])[CH2:16][CH3:17])[cH:8][c:9]([O:11][CH3:12])[cH:10]1. Starting materials: FC1=CC=C(C=C1)C=1OC2=C(C1C(=O)OC)C=C(C=C2)OC(C)C (methyl 2-(4-fluorophenyl)-5-[(1-methylethyl)oxy]-1-benzofuran-3-carboxylate), [N+](=O)(O)[O-] (nitric acid). Solvent: C(Cl)(Cl)Cl (chloroform), C(Cl)(Cl)Cl (chloroform). Run at temperature 0 celsius, time 1 hour. Product: FC1=CC=C(C=C1)C=1OC2=C(C1C(=O)OC)C=C(C(=C2)[N+](=O)[O-])OC(C)C (methyl 2-(4-fluorophenyl)-5-[(1-methylethyl)oxy]-6-nitro-1-benzofuran-3-carboxylate). Reaction SMILES: [F:1][C:2]1[CH:7]=[CH:6][C:5]([C:8]2[O:9][C:10]3[CH:20]=[CH:19][C:18]([O:21][CH:22]([CH3:24])[CH3:23])=[CH:17][C:11]=3[C:12]=2[C:13]([O:15][CH3:16])=[O:14])=[CH:4][CH:3]=1.[N+:25]([O-])([OH:27])=[O:26]>C(Cl)(Cl)Cl>[F:1][C:2]1[CH:7]=[CH:6][C:5]([C:8]2[O:9][C:10]3[CH:20]=[C:19]([N+:25]([O-:27])=[O:26])[C:18]([O:21][CH:22]([CH3:24])[CH3:23])=[CH:17][C:11]=3[C:12]=2[C:13]([O:15][CH3:16])=[O:14])=[CH:4][CH:3]=1. Reported procedure: To a solution of methyl 2-(4-fluorophenyl)-5-[(1-methylethyl)oxy]-1-benzofuran-3-carboxylate (6.16 g, 18.76 mmol) in chloroform (22 mL) at −15° C. was added dropwise a cold solution of 70% nitric acid (11 mL, 172 mmol) in chloroform (22 mL). After stirring at 0° C. for 1 hour, the reaction mixture was washed with water (50 mL) and the organic phase was separated by hydrophobic filter tube then evaporated under vacuum to afford a brown solid. The solid was triturated in methyl tert-butyl ether (2...